From a dataset of the Open Reaction Database (ORD), a public repository of structured organic reaction records. describe an organic reaction: reactants, conditions, products, and yield Reactants: ( 1 ), C1CCC(CC1)N=C=NC2CCCCC2 (DCC), 4-N,N-dimethylaminopyridine, C(C1=CC=CC=C1)OC1=CC=C(C=C1)O (4-benzyloxyphenol), C[C@@H](CCCCCCCC)C(=O)O ((S)-1-methylnonylcarboxylic acid). Solvent: ClCCl (dichloromethane). Conditions: time 30 minute. Product: C[C@@H](CCCCCCCC)C(=O)OC1=CC=C(C=C1)OCC1=CC=CC=C1 ((S)-4-(1′-methylnonylcarbonyloxy)-1-benzyloxybenzene). The yield is 87.0%. RXN SMILES: [CH2:1]([O:8][C:9]1[CH:14]=[CH:13][C:12]([OH:15])=[CH:11][CH:10]=1)[C:2]1[CH:7]=[CH:6][CH:5]=[CH:4][CH:3]=1.[CH3:16][C@H:17]([C:26](O)=[O:27])[CH2:18][CH2:19][CH2:20][CH2:21][CH2:22][CH2:23][CH2:24][CH3:25].C1CCC(N=C=NC2CCCCC2)CC1>ClCCl>[CH3:16][C@H:17]([C:26]([O:15][C:12]1[CH:11]=[CH:10][C:9]([O:8][CH2:1][C:2]2[CH:3]=[CH:4][CH:5]=[CH:6][CH:7]=2)=[CH:14][CH:13]=1)=[O:27])[CH2:18][CH2:19][CH2:20][CH2:21][CH2:22][CH2:23][CH2:24][CH3:25]. Reported procedure: {circle around (1)}: A mixture comprising 2.00 g of 4-benzyloxyphenol, 1.86 g of (S)-1-methylnonylcarboxylic acid, 2.06 g of DCC and 20 g of dichloromethane was stirred at room temperature for 30 minutes. Then, a catalytic amount of 4-N,N-dimethylaminopyridine was added to the mixture, and the mixture was further stirred at room temperature for 12 hours. After finishing the reaction, insoluble substances were filtered off, followed by distilling off dichloromethane from the filtrate. The resulta... Reactants: C1CCNCC1, CCCCO, CC(Nc1ncnc2[nH]c(-c3ccc(CNC(=O)CCl)cc3)cc12)c1ccccc1. Product: CC(Nc1ncnc2[nH]c(-c3ccc(CNC(=O)CN4CCCCC4)cc3)cc12)c1ccccc1. RXN SMILES: [CH2:31]1[CH2:32][CH2:33][NH:34][CH2:35][CH2:36]1.[CH2:37]([OH:38])[CH2:39][CH2:40][CH3:41].[Cl:1][CH2:2][C:3](=[O:4])[NH:5][CH2:6][c:7]1[cH:8][cH:9][c:10](-[c:13]2[cH:14][c:15]3[c:16]([n:17][cH:18][n:19][c:20]3[NH:21][CH:22]([CH3:23])[c:24]3[cH:25][cH:26][cH:27][cH:28][cH:29]3)[nH:30]2)[cH:11][cH:12]1>>[CH2:2]([C:3](=[O:4])[NH:5][CH2:6][c:7]1[cH:8][cH:9][c:10](-[c:13]2[cH:14][c:15]3[c:16]([n:17][cH:18][n:19][c:20]3[NH:21][CH:22]([CH3:23])[c:24]3[cH:25][cH:26][cH:27][cH:28][cH:29]3)[nH:30]2)[cH:11][cH:12]1)[N:34]1[CH2:33][CH2:32][CH2:31][CH2:36][CH2:35]1. Reactants: CO, COC(=O)c1ccc(-n2ncc(C(=O)NC3C4CC5CC(C4)CC3C5)c2SC2CCCCC2)cc1, [Na+], [OH-]. Yields the product O=C(O)c1ccc(-n2ncc(C(=O)NC3C4CC5CC(C4)CC3C5)c2SC2CCCCC2)cc1. RXN SMILES: [CH3:38][OH:39].[CH:3]12[CH:4]([NH:13][C:14](=[O:15])[c:16]3[cH:17][n:18][n:19](-[c:28]4[cH:29][cH:30][c:31]([C:32](=[O:33])[O:34][CH3:35])[cH:36][cH:37]4)[c:20]3[S:21][CH:22]3[CH2:23][CH2:24][CH2:25][CH2:26][CH2:27]3)[CH:5]3[CH2:6][CH:7]([CH2:8][CH:9]([CH2:10]1)[CH2:11]3)[CH2:12]2.[Na+:2].[OH-:1]>>[CH:3]12[CH:4]([NH:13][C:14](=[O:15])[c:16]3[cH:17][n:18][n:19](-[c:28]4[cH:29][cH:30][c:31]([C:32](=[O:33])[OH:34])[cH:36][cH:37]4)[c:20]3[S:21][CH:22]3[CH2:23][CH2:24][CH2:25][CH2:26][CH2:27]3)[CH:5]3[CH2:6][CH:7]([CH2:8][CH:9]([CH2:10]1)[CH2:11]3)[CH2:12]2. Reactants: ClCCl, Cl, NO, CC(C)(C)c1[nH]c2ccc(NC(=O)C3(c4ccc5c(c4)OCO5)CC3)cc2c1C=O. The product is CC(C)(C)c1[nH]c2ccc(NC(=O)C3(c4ccc5c(c4)OCO5)CC3)cc2c1C=NO. As a reaction SMILES: [Cl:34][CH2:35][Cl:36].[ClH:31].[NH2:32][OH:33].[O:1]1[CH2:2][O:3][c:4]2[c:5]1[cH:6][cH:7][c:8]([C:10]1([C:13](=[O:14])[NH:15][c:16]3[cH:17][c:18]4[c:19]([CH:29]=[O:30])[c:20]([C:25]([CH3:26])([CH3:27])[CH3:28])[nH:21][c:22]4[cH:23][cH:24]3)[CH2:11][CH2:12]1)[cH:9]2>>[O:1]1[CH2:2][O:3][c:4]2[c:5]1[cH:6][cH:7][c:8]([C:10]1([C:13](=[O:14])[NH:15][c:16]3[cH:17][c:18]4[c:19]([CH:29]=[N:32][OH:33])[c:20]([C:25]([CH3:26])([CH3:27])[CH3:28])[nH:21][c:22]4[cH:23][cH:24]3)[CH2:11][CH2:12]1)[cH:9]2. Starting materials: [H-].[Al+3].[Li+].[H-].[H-].[H-] (lithium aluminum hydride), O1C(CC=CC2=C1C=CC=C2)=O (1-benzoxepin-2-one), [OH-].[Na+] (NaOH), O (H2O). Run in C1CCOC1 (THF), C1CCOC1 (THF), C(C)(=O)OCC (ethyl acetate). Reaction conditions: time 4 hour. The product is OC1=C(C=CC=C1)CCCO (3-(-o-hydroxyphenyl)-1-propanol). Reaction SMILES: [H-].[Al+3].[Li+].[H-].[H-].[H-].[O:7]1[C:13]2[CH:14]=[CH:15][CH:16]=[CH:17][C:12]=2[CH:11]=[CH:10][CH2:9]C1=O.[OH-:19].[Na+].O>C1COCC1.C(OCC)(=O)C>[OH:7][C:13]1[CH:14]=[CH:15][CH:16]=[CH:17][C:12]=1[CH2:11][CH2:10][CH2:9][OH:19] |f:0.1.2.3.4.5,7.8|. Procedure details: To 20 g of lithium aluminum hydride in 200 ml of THF at 0° C. is added dropwise 84 g of 1-benzoxepin-2-one in 200 ml of THF. After addition is complete the reaction mixture is allowed to come to room temperature and stirred 11/4 hours. The reaction 5% of NaOH and 60 ml H2O are sequentially added. The mixture is then diluted with ethyl acetate, acidified and filtered through celite. The EtOAc layer is separated, dried (MgSO4) and concentrated to obtain 3-(-o-hydroxyphenyl)-1-propanol as a brown o... Starting materials: C(Cl)(Cl)Cl (chloroform), NC=1C(NC(N(C1N)CC(CC)C)=O)=O (5,6-diamino-1-(2-methyl-1-butyl)-2,4-(1H,3H)-pyrimidinedione), CCOCC (ether). The solvent is C(=O)O (formic acid). Yields the product CC(CN1C(NC(C=2NC=NC12)=O)=O)CC (3,7-dihydro-3-(2-methyl-1-butyl)-1H-purine-2,6-dione). RXN SMILES: [NH2:1][C:2]1[C:3](=[O:15])[NH:4][C:5](=[O:14])[N:6]([CH2:9][CH:10]([CH3:13])[CH2:11][CH3:12])[C:7]=1[NH2:8].[CH:16](Cl)(Cl)Cl.CCOCC>C(O)=O>[CH3:13][CH:10]([CH2:11][CH3:12])[CH2:9][N:6]1[C:7]2[N:8]=[CH:16][NH:1][C:2]=2[C:3](=[O:15])[NH:4][C:5]1=[O:14]. Procedure: 17.3 g of 5,6-diamino-1-(2-methyl-1-butyl)-2,4-(1H,3H)-pyrimidinedione (XXXXII) was refluxed in 30 ml of formic acid for 2 h. 20 ml of chloroform was added and ether was then added slowly. The received crystals were filtered off. Yield 17.0 g. The amide was refluxed in 50 ml of 2N NaOH for 2 hours and then neutralized with 5N HCl. The crystals were filtered off and recrystallized from 400 ml of ethanol. Yield 10 g (XXXXI) NMR (see Table I).